Task: describe an organic reaction: reactants, conditions, products, and yield. Dataset: the Open Reaction Database (ORD), a public repository of structured organic reaction records Starting materials: CN(C(=O)C1=CC2=C(N=C(N2C)C(F)(F)F)C(=C1CCC(C1=CC=CC=C1)=O)O)C (7-hydroxy-3-methyl-6-(3-oxo-3-phenyl-propyl)-2-trifluoromethyl-3H-benzimidazole-5-carboxylic acid dimethylamide), [BH4-].[Na+] (sodium borohydride), O (water), [Cl-].[NH4+] (ammonium chloride). Conditions: time 3 hour. The product is CN(C(=O)C1=CC2=C(N=C(N2C)C(F)(F)F)C(=C1CCC(C1=CC=CC=C1)O)O)C (7-Hydroxy-6-(3-hydroxy-3-phenyl-propyl)-3-methyl-2-trifluoromethyl-3H-benzimidazole-5-carboxylic Acid Dimethylamide). Procedure: A solution of 3.0 g (7.2 mmol) 7-hydroxy-3-methyl-6-(3-oxo-3-phenyl-propyl)-2-trifluoromethyl-3H-benzimidazole-5-carboxylic acid dimethylamide in ethanol (100 ml) was treated with 324 mg (8.6 mmol) sodium borohydride and the reaction was stirred at room temperature for 3 h. A saturated ammonium chloride solution was added, the reaction was poured into water (100 ml) and extracted with dichloromethane. The organic layers were dried over magnesium sulphate and concentrated in vacuo to afford 3.0 g... Solvent: C(C)O (ethanol). The yield is 98.9%. Reaction SMILES: [CH3:1][N:2]([CH3:30])[C:3]([C:5]1[C:18]([CH2:19][CH2:20][C:21](=[O:28])[C:22]2[CH:27]=[CH:26][CH:25]=[CH:24][CH:23]=2)=[C:17]([OH:29])[C:8]2[N:9]=[C:10]([C:13]([F:16])([F:15])[F:14])[N:11]([CH3:12])[C:7]=2[CH:6]=1)=[O:4].[BH4-].[Na+].[Cl-].[NH4+].O>C(O)C>[CH3:30][N:2]([CH3:1])[C:3]([C:5]1[C:18]([CH2:19][CH2:20][CH:21]([OH:28])[C:22]2[CH:23]=[CH:24][CH:25]=[CH:26][CH:27]=2)=[C:17]([OH:29])[C:8]2[N:9]=[C:10]([C:13]([F:16])([F:14])[F:15])[N:11]([CH3:12])[C:7]=2[CH:6]=1)=[O:4] |f:1.2,3.4|.